This data is from the Open Reaction Database (ORD), a public repository of structured organic reaction records. The task is: describe an organic reaction: reactants, conditions, products, and yield Starting materials: COC=1C=C2C(=N[C@H]3CCCC[C@H]3C2=CC1OC)C1=CC=C(C=C1)N ((+/-)-cis-8,9-dimethoxy-6-(4-aminophenyl)-1,2,3,4,4a,10b-hexahydrophenanthridine), C(C)OCC (diethyl ether). The solvent is C(C)(=O)OC(C)=O (acetic anhydride). Reaction conditions: time 1 hour. Yields the product COC=1C=C2C(=N[C@H]3CCCC[C@H]3C2=CC1OC)C1=CC=C(C=C1)NC(C)=O ((+/-)-cis-8,9-Dimethoxy-6-(4-acetamidophenyl)-1,2,3,4,4a,10b-hexahydrophenanthridine). As a reaction SMILES: [CH3:1][O:2][C:3]1[CH:4]=[C:5]2[C:14](=[CH:15][C:16]=1[O:17][CH3:18])[C@H:13]1[C@H:8]([CH2:9][CH2:10][CH2:11][CH2:12]1)[N:7]=[C:6]2[C:19]1[CH:24]=[CH:23][C:22]([NH2:25])=[CH:21][CH:20]=1.[CH2:26]([O:28]CC)[CH3:27]>C(OC(=O)C)(=O)C>[CH3:1][O:2][C:3]1[CH:4]=[C:5]2[C:14](=[CH:15][C:16]=1[O:17][CH3:18])[C@H:13]1[C@H:8]([CH2:9][CH2:10][CH2:11][CH2:12]1)[N:7]=[C:6]2[C:19]1[CH:20]=[CH:21][C:22]([NH:25][C:26](=[O:28])[CH3:27])=[CH:23][CH:24]=1. Reported procedure: 1.0 g of (+/-)-cis-8,9-dimethoxy-6-(4-aminophenyl)-1,2,3,4,4a,10b-hexahydrophenanthridine is suspended in 10 ml of acetic anhydride and the suspension is stirred at RT for 1 h. The solution is treated with diethyl ether, and the precipitate is filtered off with suction and extracted with sodium hydrogencarbonate solution/ethyl acetate. After drying and concentration of the organic phase, the residue is recrystallized from ethyl acetate/methanol. 0.63 g (56.0% of theory) of the title compound of ... The reactants are Example 1 ( a ), C(Cl)(Cl)Cl.CO (chloroform methanol), C(C)(C)C1=NNC(C2=CC(=C(C=C12)OC)OC)=O (4-isopropyl-6,7-dimethoxy-1(2H)-phthalazinone), BrCCCCl (1-bromo-3-chloro-propane). Run in CN(C=O)C (dimethylformamide). Product: C(C)(C)C1=NN(C(C2=CC(=C(C=C12)OC)OC)=O)CCCCl (1-[4-Isopropyl-6,7-dimethoxy-1(2H)-phthalazinone-2-yl]-3-chloro-propane). RXN SMILES: [CH:1]([C:4]1[C:13]2[C:8](=[CH:9][C:10]([O:16][CH3:17])=[C:11]([O:14][CH3:15])[CH:12]=2)[C:7](=[O:18])[NH:6][N:5]=1)([CH3:3])[CH3:2].Br[CH2:20][CH2:21][CH2:22][Cl:23].C(Cl)(Cl)Cl.CO>CN(C)C=O>[CH:1]([C:4]1[C:13]2[C:8](=[CH:9][C:10]([O:16][CH3:17])=[C:11]([O:14][CH3:15])[CH:12]=2)[C:7](=[O:18])[N:6]([CH2:20][CH2:21][CH2:22][Cl:23])[N:5]=1)([CH3:3])[CH3:2] |f:2.3|. Procedure: 1-[4-Isopropyl-6,7-dimethoxy-1(2H)-phthalazinone-2-yl]-3-chloro-propane was prepared analogous to Example 1 (a) by reaction of 4-isopropyl-6,7-dimethoxy-1(2H)-phthalazinone with 1-bromo-3-chloro-propane in dimethylformamide. Rf -value (chloroform/methanol = 50/1) : 0.5.